This data is from the Open Reaction Database (ORD), a public repository of structured organic reaction records. The task is: describe an organic reaction: reactants, conditions, products, and yield The reactants are ClC=1C=CC=C2C=CNC12 (7-chloroindole), [H-].[Na+] (NaH), IC (iodomethane). Solvent: CCOC(=O)C (EtOAc), CN(C)C=O (DMF). Conditions: time 30 minute. The product is ClC=1C=CC=C2C=CN(C12)C (7-chloro-1-methylindole). As a reaction SMILES: [Cl:1][C:2]1[CH:3]=[CH:4][CH:5]=[C:6]2[C:10]=1[NH:9][CH:8]=[CH:7]2.[H-].[Na+].I[CH3:14]>CN(C=O)C.CCOC(C)=O>[Cl:1][C:2]1[CH:3]=[CH:4][CH:5]=[C:6]2[C:10]=1[N:9]([CH3:14])[CH:8]=[CH:7]2 |f:1.2|. Procedure: To a solution of 7-chloroindole (610 mg, 4 mmol) in anhydrous DMF (6 mL) was added NaH (170 mg, 60% dispersion in mineral oil, 4.3 mmol) at 0° C. under argon. The mixture was stirred at room temperature for 30 min before adding iodomethane (240 mg, 4 mmol). The resulting mixture was stirred overnight. The reaction mixture was diluted with EtOAc (200 mL), washed with saturated NaCl (10 mL×3), dried over anhydrous MgSO4, filtered, and concentrated to give 7-chloro-1-methylindole. The residue was u... Starting materials: C1(CC1)N(C(OC(C)(C)C)=O)CC=1C=C(C=C2C=CC=NC12)CO (1,1-dimethylethyl cyclopropyl{[6-(hydroxymethyl)-8-quinolinyl]methyl}carbamate), C([O-])(O)=O.[Na+] (sodium bicarbonate). Solvent: ClCCl (dichloromethane). Conditions: time 2 hour. The product is C1(CC1)N(C(OC(C)(C)C)=O)CC=1C=C(C=C2C=CC=NC12)C=O (1,1-Dimethylethyl cyclopropyl[(6-formyl-8-quinolinyl)methyl]carbamate). RXN SMILES: [CH:1]1([N:4]([CH2:12][C:13]2[CH:14]=[C:15]([CH2:23][OH:24])[CH:16]=[C:17]3[C:22]=2[N:21]=[CH:20][CH:19]=[CH:18]3)[C:5](=[O:11])[O:6][C:7]([CH3:10])([CH3:9])[CH3:8])[CH2:3][CH2:2]1.C(=O)(O)[O-].[Na+]>ClCCl>[CH:1]1([N:4]([CH2:12][C:13]2[CH:14]=[C:15]([CH:23]=[O:24])[CH:16]=[C:17]3[C:22]=2[N:21]=[CH:20][CH:19]=[CH:18]3)[C:5](=[O:11])[O:6][C:7]([CH3:9])([CH3:10])[CH3:8])[CH2:2][CH2:3]1 |f:1.2|. Procedure: To a suspension of 1,1-dimethylethyl cyclopropyl{[6-(hydroxymethyl)-8-quinolinyl]methyl}carbamate (1 eq.) from the previous step and sodium bicarbonate (1.1 eq.) in dichloromethane (0.1 M) was added DMP (1.1 eq.) at 0° C. The resulting mixture was stirred at RT for 2 h before it was quenched with sat. aq. NaHSO3 and then extracted with Et2O. The combined organic extracts were washed further with 1 N aq. NaOH, water and brine, dried over Na2SO4, and filtered. Concentration of the filtrate in vacu... The reactants are BrC=1C(=CC2=C(CC(=NN=C2C2=CC=C(C=C2)[N+](=O)[O-])C)C1)OC (7-bromo-1-(4-nitrophenyl)-4-methyl-8-methoxy-5H-2,3-benzodiazepine), O (water), C([O-])([O-])=O.[K+].[K+] (potassium carbonate), C1(CC1)C(=O)Cl (cyclopropylcarboxylic acid chloride). Procedure: 0.5 g of 7-bromo-1-(4-nitrophenyl)-4-methyl-8-methoxy-5H-2,3-benzodiazepine (Example 3, Step C) is suspended in 15 ml of benzene, mixed with 0.53 g of potassium carbonate and 0.17 ml of cyclopropylcarboxylic acid chloride and then refluxed for 5 hours. Then, the mixture is stirred with water, the organic phase is separated, washed in succession with soda solution and water, dried, filtered and concentrated by evaporation. The residue is purified by absorptive precipitation in ethanol, and 0.38 g... The product is BrC=1C(=CC2=C(C=C(N(N=C2C2=CC=C(C=C2)[N+](=O)[O-])C(=O)C2CC2)C)C1)OC (7-bromo-3-cyclopropylcarbonyl-1-(4-nitrophenyl)-4-methyl-8-methoxy-3H-2,3-benzodiazepine). Run in C1=CC=CC=C1 (benzene). Reaction SMILES: [Br:1][C:2]1[C:3]([O:23][CH3:24])=[CH:4][C:5]2[C:11]([C:12]3[CH:17]=[CH:16][C:15]([N+:18]([O-:20])=[O:19])=[CH:14][CH:13]=3)=[N:10][N:9]=[C:8]([CH3:21])[CH2:7][C:6]=2[CH:22]=1.C(=O)([O-])[O-].[K+].[K+].[CH:31]1([C:34](Cl)=[O:35])[CH2:33][CH2:32]1.O>C1C=CC=CC=1>[Br:1][C:2]1[C:3]([O:23][CH3:24])=[CH:4][C:5]2[C:11]([C:12]3[CH:17]=[CH:16][C:15]([N+:18]([O-:20])=[O:19])=[CH:14][CH:13]=3)=[N:10][N:9]([C:34]([CH:31]3[CH2:33][CH2:32]3)=[O:35])[C:8]([CH3:21])=[CH:7][C:6]=2[CH:22]=1 |f:1.2.3|. Starting materials: Cl.CONC (N-methoxymethanamine hydrochloride), C(CCl)Cl (EDC), FC1=NC=CC=C1C(=O)O (2-fluoropyridine-3-carboxylic acid), CCN(C(C)C)C(C)C (DIPEA). The reagents and catalysts are CN(C)C=1C=CN=CC1 (DMAP). The solvent is C(C)(=O)OCC (ethyl acetate), O (water), C1CCOC1 (THF). Run at temperature 10 celsius, time 30 minute. Yields the product FC1=NC=CC=C1C(=O)N(C)OC (2-fluoro-N-methoxy-N-methylpyridine-3-carboxamide). Yield: 62.1%. As a reaction SMILES: [F:1][C:2]1[C:7]([C:8]([OH:10])=O)=[CH:6][CH:5]=[CH:4][N:3]=1.Cl.[CH3:12][O:13][NH:14][CH3:15].CCN(C(C)C)C(C)C.C(Cl)CCl>C1COCC1.CN(C1C=CN=CC=1)C.C(OCC)(=O)C.O>[F:1][C:2]1[C:7]([C:8]([N:14]([O:13][CH3:12])[CH3:15])=[O:10])=[CH:6][CH:5]=[CH:4][N:3]=1 |f:1.2|. Procedure: 2-fluoropyridine-3-carboxylic acid (100 g, 708.7 mmol) was dissolved in THF (1.5 L). DMAP (86.58 g, 708.7 mmol) was added followed by N-methoxymethanamine hydrochloride (76.05 g, 779.6 mmol). The mixture was cooled to 10° C. then DIPEA (100.8 g, 135.8 mL, 779.6 mmol) was added followed by EDC (149.5 g, 779.6 mmol) portionwise. The mixture was stirred for 30 minutes, then warmed rapidly to ambient temp (22° C.) and stirred overnight. Lc/Ms after this time showed no acid remaining. The reaction mi... Procedure details: Using Method C above, methyl propargyl ether (34 mg, 0.49 mmol) (Aldrich) was coupled with (Z)-1,3-dihydro-4-iodo-3-[(3-methoxy-1H-pyrrol-2-yl)methylene]-2H-indol-2-one (150 mg, 0.41 mmol) (Starting Material 2 supra) using (Ph3P)2PdCl2 (20 mg) and Cul (10 mg) as catalyst in DMF (2 mL) and Et3N (2 mL) as solvent at 70° C. for 18 h to yield (Z)-1,3-dihydro-4-(3-methoxy-1-propynyl)-3-[(3-methoxy-1H-pyrrol-2-yl)methylene]-2H-indol-2-one. (Yield 69 mg, 55%). RXN SMILES: [CH2:1]([O:4][CH3:5])[C:2]#[CH:3].I[C:7]1[CH:15]=[CH:14][CH:13]=[C:12]2[C:8]=1/[C:9](=[CH:17]/[C:18]1[NH:19][CH:20]=[CH:21][C:22]=1[O:23][CH3:24])/[C:10](=[O:16])[NH:11]2>Cl[Pd](Cl)([P](C1C=CC=CC=1)(C1C=CC=CC=1)C1C=CC=CC=1)[P](C1C=CC=CC=1)(C1C=CC=CC=1)C1C=CC=CC=1.CN(C=O)C.CCN(CC)CC>[CH3:5][O:4][CH2:1][C:2]#[C:3][C:7]1[CH:15]=[CH:14][CH:13]=[C:12]2[C:8]=1/[C:9](=[CH:17]/[C:18]1[NH:19][CH:20]=[CH:21][C:22]=1[O:23][CH3:24])/[C:10](=[O:16])[NH:11]2 |^1:27,46|. Product: COCC#CC1=C2/C(/C(NC2=CC=C1)=O)=C/C=1NC=CC1OC ((Z)-1,3-dihydro-4-(3-methoxy-1-propynyl)-3-[(3-methoxy-1H-pyrrol-2-yl)methylene]-2H-indol-2-one). The reactants are C(C#C)OC (methyl propargyl ether), IC1=C2/C(/C(NC2=CC=C1)=O)=C/C=1NC=CC1OC ((Z)-1,3-dihydro-4-iodo-3-[(3-methoxy-1H-pyrrol-2-yl)methylene]-2H-indol-2-one), IC1=C2/C(/C(NC2=CC=C1)=O)=C/C=1NC=CC1OC ((Z)-1,3-dihydro-4-iodo-3-[(3-methoxy-1H-pyrrol-2-yl)methylene]-2H-indol-2-one). Solvent: CCN(CC)CC (Et3N), CN(C)C=O (DMF). Reagents/catalysts: Cl[Pd]([P](C1=CC=CC=C1)(C2=CC=CC=C2)C3=CC=CC=C3)([P](C4=CC=CC=C4)(C5=CC=CC=C5)C6=CC=CC=C6)Cl ((Ph3P)2PdCl2). Starting materials: COc1ccc2c(c1)CC(=O)N2, Cc1c(C=O)[nH]c2c1C(=O)N(CC(O)CN1CCOCC1)CC2. Yields the product COc1ccc2c(c1)C(=Cc1[nH]c3c(c1C)C(=O)N(CC(O)CN1CCOCC1)CC3)C(=O)N2. RXN SMILES: [CH3:24][O:25][c:26]1[cH:27][c:28]2[c:32]([cH:33][cH:34]1)[NH:31][C:30](=[O:35])[CH2:29]2.[OH:1][CH:2]([CH2:3][N:4]1[C:5](=[O:16])[c:6]2[c:7]([nH:10][c:11]([CH:14]=[O:15])[c:12]2[CH3:13])[CH2:8][CH2:9]1)[CH2:17][N:18]1[CH2:19][CH2:20][O:21][CH2:22][CH2:23]1>>[OH:1][CH:2]([CH2:3][N:4]1[C:5](=[O:16])[c:6]2[c:7]([nH:10][c:11]([CH:14]=[C:29]3[c:28]4[cH:27][c:26]([O:25][CH3:24])[cH:34][cH:33][c:32]4[NH:31][C:30]3=[O:35])[c:12]2[CH3:13])[CH2:8][CH2:9]1)[CH2:17][N:18]1[CH2:19][CH2:20][O:21][CH2:22][CH2:23]1. Reactants: FC1=C(C=CC(=C1C1=NN(C=C1C1=CC=NC=C1)CC)F)NS(=O)(=O)C1=C(C=CC(=C1)F)F (N-{2,4-difluoro-3-[1-ethyl-4-(pyridin-4-yl)-1H-pyrazol-3-yl]phenyl}-2,5-difluorobenzenesulfonamide), C(C)OCC (ethyl ether), TEA, C(C)(=O)Cl (Acetyl chloride). The solvent is C(Cl)Cl (DCM), O (water), C(Cl)Cl (DCM). Conditions: time 8 hour. The product is FC1=C(C=C(C=C1)F)S(=O)(=O)N(C(C)=O)C1=C(C(=C(C=C1)F)C1=NN(C=C1C1=CC=NC=C1)CC)F (N-[(2,5-difluorophenyl)sulfonyl]-N-{3-[1-ethyl-4-(pyridin-4-yl)-1H-pyrazol-3-yl]-2,4-difluorophenyl}acetamide). Isolated yield 91.0%. RXN SMILES: [F:1][C:2]1[C:7]([C:8]2[C:12]([C:13]3[CH:18]=[CH:17][N:16]=[CH:15][CH:14]=3)=[CH:11][N:10]([CH2:19][CH3:20])[N:9]=2)=[C:6]([F:21])[CH:5]=[CH:4][C:3]=1[NH:22][S:23]([C:26]1[CH:31]=[C:30]([F:32])[CH:29]=[CH:28][C:27]=1[F:33])(=[O:25])=[O:24].[C:34](Cl)(=[O:36])[CH3:35].C(OCC)C>C(Cl)Cl.O>[F:33][C:27]1[CH:28]=[CH:29][C:30]([F:32])=[CH:31][C:26]=1[S:23]([N:22]([C:3]1[CH:4]=[CH:5][C:6]([F:21])=[C:7]([C:8]2[C:12]([C:13]3[CH:14]=[CH:15][N:16]=[CH:17][CH:18]=3)=[CH:11][N:10]([CH2:19][CH3:20])[N:9]=2)[C:2]=1[F:1])[C:34](=[O:36])[CH3:35])(=[O:24])=[O:25]. Procedure: N-{2,4-difluoro-3-[1-ethyl-4-(pyridin-4-yl)-1H-pyrazol-3-yl]phenyl}-2,5-difluorobenzenesulfonamide (80 mg, 0.168 mmol) was suspended in 3.5 mL of DCM and TEA (18.7 mg, 25.8 μL, 0.185 mmol) was added. Acetyl chloride (20.0 mg, 18.0 μL, 0.252 mmol) was added to the solution so obtained, and the reaction mixture was stirred at room temperature overnight, diluted with DCM, and poured in water. The organic layer was washed three times with water, once with brine, dried over Na2SO4 and concentrated to...